Dataset: the Open Reaction Database (ORD), a public repository of structured organic reaction records. Task: describe an organic reaction: reactants, conditions, products, and yield Starting materials: C1COC2(C[C@H]([C@@H](CC2)CC=CC)C2=C(C=C(C=C2)C(CCCCCC)(C)C)OCC2=CC=CC=C2)O1 (trans-3-[2-benzyloxy-4-(1,1-dimethylheptyl)phenyl]-4-(2-butenyl)cyclohexanone ethylene ketal), Cl (hydrochloric acid), ice water. Solvent: O1CCOCC1 (dioxane). Product: C(C1=CC=CC=C1)OC1=C(C=CC(=C1)C(CCCCCC)(C)C)[C@@H]1CC(CC[C@H]1CC=CC)=O (trans-3-[2-Benzyloxy-4-(1,1-dimethylheptyl)phenyl]-4-(2-butenyl)cyclohexanone). As a reaction SMILES: C1O[C:4]2([CH2:9][CH2:8][C@@H:7]([CH2:10][CH:11]=[CH:12][CH3:13])[C@H:6]([C:14]3[CH:19]=[CH:18][C:17]([C:20]([CH3:28])([CH3:27])[CH2:21][CH2:22][CH2:23][CH2:24][CH2:25][CH3:26])=[CH:16][C:15]=3[O:29][CH2:30][C:31]3[CH:36]=[CH:35][CH:34]=[CH:33][CH:32]=3)[CH2:5]2)[O:3]C1.Cl>O1CCOCC1>[CH2:30]([O:29][C:15]1[CH:16]=[C:17]([C:20]([CH3:27])([CH3:28])[CH2:21][CH2:22][CH2:23][CH2:24][CH2:25][CH3:26])[CH:18]=[CH:19][C:14]=1[C@H:6]1[C@H:7]([CH2:10][CH:11]=[CH:12][CH3:13])[CH2:8][CH2:9][C:4](=[O:3])[CH2:5]1)[C:31]1[CH:32]=[CH:33][CH:34]=[CH:35][CH:36]=1. Procedure details: A mixture of trans-3-[2-benzyloxy-4-(1,1-dimethylheptyl)phenyl]-4-(2-butenyl)cyclohexanone ethylene ketal (700 mg, 1.38 mmole), dioxane (20 ml) and 2 N hydrochloric acid (20 ml) was heated at reflux for 1.5 hours. The reaction mixture was cooled, poured into ice water (500 ml) and extracted with ether (300 ml). The ether extract was washed with two 200 ml portions of saturated sodium bicarbonate, dried over magnesium sulfate and evaporated to give a quantitative yield of the title compound as an... Reactants: CC(=O)[O-], CC(=O)[O-], O=C([O-])[O-], Cc1ccccc1, CC(C)c1cc(C(C)C)c(-c2ccccc2P(C2CCCCC2)C2CCCCC2)c(C(C)C)c1, Clc1cccc(I)c1, [Cs+], [Cs+], CC(C)(C)OC(=O)c1ccc(CCc2ccccc2)cc1N, O=C(C=Cc1ccccc1)C=Cc1ccccc1, O=C(C=Cc1ccccc1)C=Cc1ccccc1, O=C(C=Cc1ccccc1)C=Cc1ccccc1, [Pd+2], [Pd], [Pd]. Yields the product CC(C)(C)OC(=O)c1ccc(CCc2ccccc2)cc1Nc1cccc(Cl)c1. RXN SMILES: [C:127]([O-:128])(=[O:129])[CH3:130].[C:132]([O-:133])(=[O:134])[CH3:135].[C:31](=[O:32])([O-:33])[O-:34].[CH3:136][c:137]1[cH:138][cH:139][cH:140][cH:141][cH:142]1.[CH:37]1([P:38]([CH:39]2[CH2:40][CH2:41][CH2:42][CH2:43][CH2:44]2)[c:45]2[cH:46][cH:47][cH:48][cH:49][c:50]2-[c:51]2[c:52]([CH:53]([CH3:54])[CH3:55])[cH:56][c:57]([CH:58]([CH3:59])[CH3:60])[cH:61][c:62]2[CH:63]([CH3:64])[CH3:65])[CH2:66][CH2:67][CH2:68][CH2:69][CH2:70]1.[Cl:23][c:24]1[cH:25][c:26]([I:30])[cH:27][cH:28][cH:29]1.[Cs+:35].[Cs+:36].[NH2:1][c:2]1[c:3]([C:4](=[O:5])[O:6][C:7]([CH3:8])([CH3:9])[CH3:10])[cH:11][cH:12][c:13]([CH2:15][CH2:16][c:17]2[cH:18][cH:19][cH:20][cH:21][cH:22]2)[cH:14]1.[O:109]=[C:110]([CH:111]=[CH:112][c:113]1[cH:114][cH:115][cH:116][cH:117][cH:118]1)[CH:119]=[CH:120][c:121]1[cH:122][cH:123][cH:124][cH:125][cH:126]1.[O:73]=[C:74]([CH:75]=[CH:76][c:77]1[cH:78][cH:79][cH:80][cH:81][cH:82]1)[CH:83]=[CH:84][c:85]1[cH:86][cH:87][cH:88][cH:89][cH:90]1.[O:91]=[C:92]([CH:93]=[CH:94][c:95]1[cH:96][cH:97][cH:98][cH:99][cH:100]1)[CH:101]=[CH:102][c:103]1[cH:104][cH:105][cH:106][cH:107][cH:108]1.[Pd+2:131].[Pd:71].[Pd:72]>>[NH:1]([c:2]1[c:3]([C:4](=[O:5])[O:6][C:7]([CH3:8])([CH3:9])[CH3:10])[cH:11][cH:12][c:13]([CH2:15][CH2:16][c:17]2[cH:18][cH:19][cH:20][cH:21][cH:22]2)[cH:14]1)[c:26]1[cH:25][c:24]([Cl:23])[cH:29][cH:28][cH:27]1. RXN SMILES: [CH2:20]([Cl:21])[Cl:22].[CH2:23]([Cl:24])[Cl:25].[Ca+2:10].[Cl:15][C:16]([Cl:17])=[S:18].[F:1][c:2]1[cH:3][cH:4][c:5]([CH3:9])[c:6]([NH2:7])[cH:8]1.[O-:11][C:12](=[O:13])[O-:14].[OH2:19]>>[F:1][c:2]1[cH:3][cH:4][c:5]([CH3:9])[c:6]([N:7]=[C:16]=[S:18])[cH:8]1. Yields the product Cc1ccc(F)cc1N=C=S. The reactants are ClCCl, ClCCl, [Ca+2], S=C(Cl)Cl, Cc1ccc(F)cc1N, O=C([O-])[O-], O. Starting materials: CCN=C=NCCCN(C)C, CN(C)c1ccncc1, Cl, O=C(O)CC(=O)N1CCN(C(=O)c2ccccc2C(F)(F)F)CC1, CN(C)C=O, O, On1nnc2ccccc21, Nc1ccc(-c2ccccc2)nc1. Yields the product O=C(CC(=O)N1CCN(C(=O)c2ccccc2C(F)(F)F)CC1)Nc1ccc(-c2ccccc2)nc1. RXN SMILES: [CH3:35][CH2:36][N:37]=[C:38]=[N:39][CH2:40][CH2:41][CH2:42][N:43]([CH3:44])[CH3:45].[CH3:60][N:61]([c:62]1[cH:63][cH:64][n:65][cH:66][cH:67]1)[CH3:68].[ClH:46].[O:11]=[C:12]([CH2:13][C:14](=[O:15])[OH:16])[N:17]1[CH2:18][CH2:19][N:20]([C:23]([c:24]2[c:25]([C:30]([F:31])([F:32])[F:33])[cH:26][cH:27][cH:28][cH:29]2)=[O:34])[CH2:21][CH2:22]1.[O:69]=[CH:70][N:71]([CH3:72])[CH3:73].[OH2:74].[OH:1][n:2]1[c:3]2[c:4]([cH:5][cH:6][cH:7][cH:8]2)[n:9][n:10]1.[c:47]1(-[c:53]2[cH:54][cH:55][c:56]([NH2:59])[cH:57][n:58]2)[cH:48][cH:49][cH:50][cH:51][cH:52]1>>[O:11]=[C:12]([CH2:13][C:14](=[O:16])[NH:59][c:56]1[cH:55][cH:54][c:53](-[c:47]2[cH:48][cH:49][cH:50][cH:51][cH:52]2)[n:58][cH:57]1)[N:17]1[CH2:18][CH2:19][N:20]([C:23]([c:24]2[c:25]([C:30]([F:31])([F:32])[F:33])[cH:26][cH:27][cH:28][cH:29]2)=[O:34])[CH2:21][CH2:22]1. Reactants: C=O, CCO, [Na+], [OH-], O, O=C1CCC(c2ccccc2)(c2ccccc2)CN1. Yields the product O=C1CCC(c2ccccc2)(c2ccccc2)CN1CO. RXN SMILES: [CH2:22]=[O:23].[CH3:24][CH2:25][OH:26].[Na+:21].[OH-:20].[OH2:27].[c:1]1([C:7]2([c:14]3[cH:15][cH:16][cH:17][cH:18][cH:19]3)[CH2:8][CH2:9][C:10](=[O:13])[NH:11][CH2:12]2)[cH:2][cH:3][cH:4][cH:5][cH:6]1>>[c:1]1([C:7]2([c:14]3[cH:15][cH:16][cH:17][cH:18][cH:19]3)[CH2:8][CH2:9][C:10](=[O:13])[N:11]([CH2:22][OH:20])[CH2:12]2)[cH:2][cH:3][cH:4][cH:5][cH:6]1. Starting materials: [OH-].[Na+] (NaOH), CC1=C(C(=CC(=C1)OCCS(=O)C)C)C1=C2CC[C@H](C2=C(C=C1)F)OC1=CC2=C([C@@H](CO2)CC(=O)OC)C=C1 (methyl 2-((3S)-6-((1R)-4-(2,6-dimethyl-4-(2-(methylsulfinyl)ethoxy)phenyl)-7-fluoro-2,3-dihydro-1H-inden-1-yloxy)-2,3-dihydrobenzofuran-3-yl)acetate), Cl (HCl). Run in CO (methanol). Conditions: time 12 hour. Product: CC1=C(C(=CC(=C1)OCCS(=O)C)C)C1=C2CC[C@H](C2=C(C=C1)F)OC1=CC2=C([C@@H](CO2)CC(=O)O)C=C1 (2-((3S)-6-((1R)-4-(2,6-Dimethyl-4-(2-(methylsulfinyl)ethoxy)phenyl)-7-fluoro-2,3-dihydro-1H-inden-1-yloxy)-2,3-dihydrobenzofuran-3-yl)acetic acid). RXN SMILES: [OH-].[Na+].[CH3:3][C:4]1[CH:9]=[C:8]([O:10][CH2:11][CH2:12][S:13]([CH3:15])=[O:14])[CH:7]=[C:6]([CH3:16])[C:5]=1[C:17]1[CH:25]=[CH:24][C:23]([F:26])=[C:22]2[C:18]=1[CH2:19][CH2:20][C@H:21]2[O:27][C:28]1[CH:41]=[CH:40][C:31]2[C@H:32]([CH2:35][C:36]([O:38]C)=[O:37])[CH2:33][O:34][C:30]=2[CH:29]=1.Cl>CO>[CH3:16][C:6]1[CH:7]=[C:8]([O:10][CH2:11][CH2:12][S:13]([CH3:15])=[O:14])[CH:9]=[C:4]([CH3:3])[C:5]=1[C:17]1[CH:25]=[CH:24][C:23]([F:26])=[C:22]2[C:18]=1[CH2:19][CH2:20][C@H:21]2[O:27][C:28]1[CH:41]=[CH:40][C:31]2[C@H:32]([CH2:35][C:36]([OH:38])=[O:37])[CH2:33][O:34][C:30]=2[CH:29]=1 |f:0.1|. Procedure: 1 M aqueous NaOH solution (480 μL) is added to a solution of methyl 2-((3S)-6-((1R)-4-(2,6-dimethyl-4-(2-(methylsulfinyl)ethoxy)phenyl)-7-fluoro-2,3-dihydro-1H-inden-1-yloxy)-2,3-dihydrobenzofuran-3-yl)acetate (180 mg) in methanol (5 mL) at room temperature. The mixture is stirred at room temperature for 12 hours. The mixture is neutralized with 1 M aqueous HCl solution and partitioned between diethylether and brine. The organic phase is dried (MgSO4) and concentrated. The residue is chromatogra...